From a dataset of the Open Reaction Database (ORD), a public repository of structured organic reaction records. describe an organic reaction: reactants, conditions, products, and yield Reaction SMILES: [C:19]([CH2:20][SH:21])(=[O:22])[O:23][CH3:24].[CH3:27][c:28]1[cH:29][cH:30][cH:31][cH:32][cH:33]1.[CH:1]1([O:7][N:8]2[C:9]([CH3:17])([CH3:18])[CH2:10][CH:11]([OH:16])[CH2:12][C:13]2([CH3:14])[CH3:15])[CH2:2][CH2:3][CH2:4][CH2:5][CH2:6]1.[Li:25].[NH2-:26]>>[CH:1]1([O:7][N:8]2[C:9]([CH3:17])([CH3:18])[CH2:10][CH:11]([O:16][C:19]([CH2:20][SH:21])=[O:22])[CH2:12][C:13]2([CH3:14])[CH3:15])[CH2:2][CH2:3][CH2:4][CH2:5][CH2:6]1. The reactants are COC(=O)CS, Cc1ccccc1, CC1(C)CC(O)CC(C)(C)N1OC1CCCCC1, [Li], [NH2-]. Product: CC1(C)CC(OC(=O)CS)CC(C)(C)N1OC1CCCCC1. Reactants: Cc1c(Br)cccc1Br, C#Cc1ccccc1CO, C1CCOC1, [Cu]I. Yields the product Cc1c(Br)cccc1C#Cc1ccccc1CO. RXN SMILES: [Br:11][c:12]1[c:13]([CH3:19])[c:14]([Br:18])[cH:15][cH:16][cH:17]1.[C:1](#[CH:2])[c:3]1[c:4]([CH2:9][OH:10])[cH:5][cH:6][cH:7][cH:8]1.[CH2:20]1[O:21][CH2:22][CH2:23][CH2:24]1.[Cu:25][I:26]>>[C:1](#[C:2][c:14]1[c:13]([CH3:19])[c:12]([Br:11])[cH:17][cH:16][cH:15]1)[c:3]1[c:4]([CH2:9][OH:10])[cH:5][cH:6][cH:7][cH:8]1. The reactants are COC1=CC=C(C=C1)N1CCN(CC1)NC(OC1=CC=CC=C1)=O (phenyl [4-(4-methoxyphenyl)-1-piperazinyl]carbamate), NN (hydrazine). Solvent: O1CCOCC1 (1,4-dioxane). The product is COC1=CC=C(C=C1)N1CCN(CC1)NC(=O)NN (N-[4-(4-methoxyphenyl)-1-piperazinyl]hydrazinecarboxamide). Yield: 84.0%. As a reaction SMILES: [CH3:1][O:2][C:3]1[CH:8]=[CH:7][C:6]([N:9]2[CH2:14][CH2:13][N:12]([NH:15][C:16](=[O:24])OC3C=CC=CC=3)[CH2:11][CH2:10]2)=[CH:5][CH:4]=1.[NH2:25][NH2:26]>O1CCOCC1>[CH3:1][O:2][C:3]1[CH:8]=[CH:7][C:6]([N:9]2[CH2:14][CH2:13][N:12]([NH:15][C:16]([NH:25][NH2:26])=[O:24])[CH2:11][CH2:10]2)=[CH:5][CH:4]=1. Reported procedure: A mixture of 8 parts of phenyl [4-(4-methoxyphenyl)-1-piperazinyl]carbamate, 15 parts of hydrazine and 50 parts of 1,4-dioxane is stirred and refluxed for 4 hours. The reaction mixture is evaporated. The residue is triturated in 2-propanol. The product is filtered off and crystallized from 1-butanol, yielding 6.5 parts (84%) of N-[4-(4-methoxyphenyl)-1-piperazinyl]hydrazinecarboxamide. The reactants are [N+](=O)([O-])C=1C=C2C(=CC(=NC2=CC1)NN)C1=C(C=CC=C1)Cl (6-nitro-4-(o-chlorophenyl)-2-hydrazinoquinoline), C(C)(OCC)(OCC)OCC (triethyl orthoacetate). The solvent is C=1(C(=CC=CC1)C)C (xylene). Yields the product [N+](=O)([O-])C=1C=C2C(=CC=3N(C2=CC1)C(=NN3)C)C3=C(C=CC=C3)Cl (7-nitro-1-methyl-5-(o-chlorophenyl)-s-triazolo[4,3-a]quinoline). As a reaction SMILES: [N+:1]([C:4]1[CH:5]=[C:6]2[C:11](=[CH:12][CH:13]=1)[N:10]=[C:9]([NH:14][NH2:15])[CH:8]=[C:7]2[C:16]1[CH:21]=[CH:20][CH:19]=[CH:18][C:17]=1[Cl:22])([O-:3])=[O:2].[C:23](OCC)(OCC)(OCC)[CH3:24]>C1(C)C(C)=CC=CC=1>[N+:1]([C:4]1[CH:5]=[C:6]2[C:11](=[CH:12][CH:13]=1)[N:10]1[C:23]([CH3:24])=[N:15][N:14]=[C:9]1[CH:8]=[C:7]2[C:16]1[CH:21]=[CH:20][CH:19]=[CH:18][C:17]=1[Cl:22])([O-:3])=[O:2]. Reported procedure: In the manner given in Example 2, 6-nitro-4-(o-chlorophenyl)-2-hydrazinoquinoline, and triethyl orthoacetate are refluxed in xylene to give 7-nitro-1-methyl-5-(o-chlorophenyl)-s-triazolo[4,3-a]quinoline. The reactants are C(CCC(=O)OC(C)(C)C)(=O)OC(C)(C)C (di-t-butyl succinate), C(=O)C=1C(=NC2=CC=CC=C2C1)NC(C(C)(C)C)=O (3-Formyl-2-pivaloylaminoquinoline), [Cl-].[NH4+] (ammonium chloride), [Li+].CC(C)[N-]C(C)C (LDA). Run in C1CCOC1 (THF), C1CCOC1 (THF), C1CCOC1 (THF). Run at temperature -78 celsius, time 15 minute. The product is N1C(C=CC=2C=C3C(=NC12)C=CC=C3)=O (Benzo[b][1,8]napthyridin-2(1H)-one). Isolated yield 101.9%. RXN SMILES: [Li+].CC([N-]C(C)C)C.C(OC(C)(C)C)(=O)CCC(OC(C)(C)C)=O.C([C:27]1[C:28]([NH:37][C:38](=[O:43])[C:39]([CH3:42])(C)C)=[N:29][C:30]2[C:35]([CH:36]=1)=[CH:34][CH:33]=[CH:32][CH:31]=2)=O.[Cl-].[NH4+]>C1COCC1>[NH:37]1[C:28]2[N:29]=[C:30]3[CH:31]=[CH:32][CH:33]=[CH:34][C:35]3=[CH:36][C:27]=2[CH:42]=[CH:39][C:38]1=[O:43] |f:0.1,4.5|. Reported procedure: To a solution of THF (15 mL) and LDA (2M in THF, 15.9 mmol, 7.95 mL), cooled to −78° C., was slowly added a solution of di-t-butyl succinate (15.9 mmol, 3.28 g) in THF (3.0 mL). After 15 minutes at −78° C. 3-Formyl-2-pivaloylaminoquinoline (1.92 g, 7.50 mmol) dissolved in THF (10 mL) was added. The clear yellow solution was stirred at −78° C. for 15 minutes and then allowed to warm to room temperature. The solution was poured into saturated aqueous ammonium chloride (200 mL) and extracted with d...